From a dataset of the Open Reaction Database (ORD), a public repository of structured organic reaction records. describe an organic reaction: reactants, conditions, products, and yield Procedure details: To a solution of the product of step (b) (5 g) in ethanol (300 ml) containing glacial acetic acid (0.8 ml) under argon was added 10% Pd on C (250 mg). The argon was replaced by hydrogen and the reaction mixture was stirred under a blanket of hydrogen for 4 hours. The catalyst was filtered off through a pad of diatomaceous earth and washed with ethanol, and the combined filtrate and washings were evaporated to dryness to yield t-butyl 4-aminophenoxyacetate, acetate salt (2.5 g) as brown oil: NMR ... Solvent: C(C)O (ethanol). Reactants: C(C1=CC=CC=C1)OC(=O)NC1=CC=C(OCC(=O)OC(C)(C)C)C=C1 (t-butyl 4-benzyloxycarbonylaminophenoxyacetate), C(C)(=O)O (acetic acid), [H][H] (hydrogen), [H][H] (hydrogen). Reaction SMILES: C(OC([NH:11][C:12]1[CH:26]=[CH:25][C:15]([O:16][CH2:17][C:18]([O:20][C:21]([CH3:24])([CH3:23])[CH3:22])=[O:19])=[CH:14][CH:13]=1)=O)C1C=CC=CC=1.C(O)(=O)C.[H][H]>C(O)C.[Pd]>[C:18]([OH:20])(=[O:19])[CH3:17].[NH2:11][C:12]1[CH:13]=[CH:14][C:15]([O:16][CH2:17][C:18]([O:20][C:21]([CH3:22])([CH3:24])[CH3:23])=[O:19])=[CH:25][CH:26]=1 |f:5.6|. Isolated yield 126.1%. Yields the product C(C)(=O)O.NC1=CC=C(OCC(=O)OC(C)(C)C)C=C1 (t-butyl 4-aminophenoxyacetate, acetate salt). Reagents/catalysts: [Pd] (Pd). The reactants are CC(C)=O, CS(=O)(=O)Nc1ccc(SCCCCl)cc1, [I-], [Na+]. The product is CS(=O)(=O)Nc1ccc(SCCCI)cc1. Reaction SMILES: [CH3:19][C:20](=[O:21])[CH3:22].[Cl:1][CH2:2][CH2:3][CH2:4][S:5][c:6]1[cH:7][cH:8][c:9]([NH:12][S:13](=[O:14])(=[O:15])[CH3:16])[cH:10][cH:11]1.[I-:18].[Na+:17]>>[CH2:2]([CH2:3][CH2:4][S:5][c:6]1[cH:7][cH:8][c:9]([NH:12][S:13](=[O:14])(=[O:15])[CH3:16])[cH:10][cH:11]1)[I:18]. The reactants are S1C(=CC=C1)CC(=O)NC1[C@@H]2N(C(=C(CS2)C=NNC(C2=CC=CC=C2)=S)C(=O)OC(C2=CC=CC=C2)C2=CC=CC=C2)C1=O (benzhydryl 7-thienylacetamido-3-thiobenzoylhydrazonomethyl-3-cephem-4-carboxylate), C(#N)C1=C(C(=O)C(=C(C1=O)Cl)Cl)C#N (DDQ). Run in O1CCOCC1 (dioxane). Conditions: time 30 minute. The product is S1C(=CC=C1)CC(=O)NC1[C@@H]2N(C(=C(CS2)C=2SC(=NN2)C2=CC=CC=C2)C(=O)OC(C2=CC=CC=C2)C2=CC=CC=C2)C1=O (benzhydryl 7-thienylacetamido-3-(5-phenyl-1,3,4-thiadiazol-2-yl)-3-cephem-4-carboxylate). Isolated yield 60.2%. Reaction SMILES: [S:1]1[CH:5]=[CH:4][CH:3]=[C:2]1[CH2:6][C:7]([NH:9][CH:10]1[C:44](=[O:45])[N:12]2[C:13]([C:28]([O:30][CH:31]([C:38]3[CH:43]=[CH:42][CH:41]=[CH:40][CH:39]=3)[C:32]3[CH:37]=[CH:36][CH:35]=[CH:34][CH:33]=3)=[O:29])=[C:14]([CH:17]=[N:18][NH:19][C:20](=[S:27])[C:21]3[CH:26]=[CH:25][CH:24]=[CH:23][CH:22]=3)[CH2:15][S:16][C@H:11]12)=[O:8].C(C1C(=O)C(Cl)=C(Cl)C(=O)C=1C#N)#N>O1CCOCC1>[S:1]1[CH:5]=[CH:4][CH:3]=[C:2]1[CH2:6][C:7]([NH:9][CH:10]1[C:44](=[O:45])[N:12]2[C:13]([C:28]([O:30][CH:31]([C:38]3[CH:39]=[CH:40][CH:41]=[CH:42][CH:43]=3)[C:32]3[CH:33]=[CH:34][CH:35]=[CH:36][CH:37]=3)=[O:29])=[C:14]([C:17]3[S:27][C:20]([C:21]4[CH:26]=[CH:25][CH:24]=[CH:23][CH:22]=4)=[N:19][N:18]=3)[CH2:15][S:16][C@H:11]12)=[O:8]. Procedure: To a solution of 1 g of benzhydryl 7-thienylacetamido-3-thiobenzoylhydrazonomethyl-3-cephem-4-carboxylate in 10 ml of dioxane is added 0.28 g of DDQ, followed by stirring at room temperature for 30 minutes. The reaction mixture is filtered and the filtrate cake is washed with a small amount of dioxane. The combined filtrate is evaporated to dryness in vacuo and the residue recrystallized from ethyl acetate to give 0.6 g of benzhydryl 7-thienylacetamido-3-(5-phenyl-1,3,4-thiadiazol-2-yl)-3-cephem...